describe an organic reaction: reactants, conditions, products, and yield From a dataset of the Open Reaction Database (ORD), a public repository of structured organic reaction records. The reactants are CCOC(=O)C(Cc1ccc(OCC=C(C)c2ccc(-c3cc(Cl)ccc3OC)cc2)cc1)OCC, [Na+], [OH-]. Yields the product CCOC(Cc1ccc(OCC=C(C)c2ccc(-c3cc(Cl)ccc3OC)cc2)cc1)C(=O)O. RXN SMILES: [CH2:1]([CH3:2])[O:3][CH:4]([C:5](=[O:6])[O:7][CH2:8][CH3:9])[CH2:10][c:11]1[cH:12][cH:13][c:14]([O:17][CH2:18][CH:19]=[C:20]([CH3:21])[c:22]2[cH:23][cH:24][c:25](-[c:28]3[c:29]([O:35][CH3:36])[cH:30][cH:31][c:32]([Cl:34])[cH:33]3)[cH:26][cH:27]2)[cH:15][cH:16]1.[Na+:38].[OH-:37]>>[CH2:1]([CH3:2])[O:3][CH:4]([C:5](=[O:6])[OH:7])[CH2:10][c:11]1[cH:12][cH:13][c:14]([O:17][CH2:18][CH:19]=[C:20]([CH3:21])[c:22]2[cH:23][cH:24][c:25](-[c:28]3[c:29]([O:35][CH3:36])[cH:30][cH:31][c:32]([Cl:34])[cH:33]3)[cH:26][cH:27]2)[cH:15][cH:16]1.